From a dataset of the Open Reaction Database (ORD), a public repository of structured organic reaction records. describe an organic reaction: reactants, conditions, products, and yield Starting materials: CC(C)(C)OC(=O)NC1CCC(C=CS(C)(=O)=O)CC1, CCO, O=C[O-], [NH4+]. Yields the product CC(C)(C)OC(=O)NC1CCC(CCS(C)(=O)=O)CC1. Reaction SMILES: [C:1]([CH3:2])([CH3:3])([CH3:4])[O:5][C:6]([NH:7][CH:8]1[CH2:9][CH2:10][CH:11]([CH:14]=[CH:15][S:16](=[O:17])(=[O:18])[CH3:19])[CH2:12][CH2:13]1)=[O:20].[CH3:25][CH2:26][OH:27].[CH:21]([O-:22])=[O:23].[NH4+:24]>>[C:1]([CH3:2])([CH3:3])([CH3:4])[O:5][C:6]([NH:7][CH:8]1[CH2:9][CH2:10][CH:11]([CH2:14][CH2:15][S:16](=[O:17])(=[O:18])[CH3:19])[CH2:12][CH2:13]1)=[O:20]. Reaction SMILES: [CH2:1](Br)[CH:2]=[CH2:3].[H-].[Na+].[OH:7][CH2:8][CH2:9][O:10][CH2:11][CH2:12][O:13][C:14]1[CH:21]=[CH:20][C:17]([CH:18]=[O:19])=[CH:16][CH:15]=1.Cl>C1COCC1>[CH2:1]([O:7][CH2:8][CH2:9][O:10][CH2:11][CH2:12][O:13][C:14]1[CH:15]=[CH:16][C:17]([CH:18]=[O:19])=[CH:20][CH:21]=1)[CH:2]=[CH2:3] |f:1.2|. Yields the product C(C=C)OCCOCCOC1=CC=C(C=O)C=C1 (4-[2-(2-allyloxyethoxy)ethoxy]benzaldehyde). Conditions: temperature 0 celsius, time 0.5 hour. Starting materials: OCCOCCOC1=CC=C(C=O)C=C1 (4-[2-(2-Hydroxyethoxy)ethoxy]benzaldehyde), alcohols, C(C=C)Br (allyl bromide), C(C=C)Br (Allyl bromide), [H-].[Na+] (Sodium hydride), Cl (HCl). Isolated yield 63.0%. Solvent: C1CCOC1 (THF). Reported procedure: All three compounds were prepared by the etherification of the corresponding alcohols with allyl bromide. An example is presented below. Sodium hydride (3.06 g, 0.128 mol) was suspended in dried THF (150 mL). The solution was bubbled with nitrogen and cooled to 0° C. 4-[2-(2-Hydroxyethoxy)ethoxy]benzaldehyde (26.8 g, 0.128 mol) was added dropwise to the solution. After the addition was completed, the resulting solution was stirred for 0.5 hr. Allyl bromide (23.2 g, 0.191 mol) was added. The reac... The reactants are C(C)N(C(=O)[C@H]1CN2[C@@H]([C@@H]([C@H]1CC2)NCC2=C(C=CC(=C2)OC)OC)C(C2=CC=CC=C2)C2=CC=CC=C2)CC ((3R*,4S*,5R*,6R*)-N,N-Diethyl-5-(2,5-dimethoxybenzylamino)-6-diphenylmethyl-1-azabicyclo[2.2.2]octane-3-carboxamide), [H-].[H-].[H-].[H-].[Li+].[Al+3] (LiAlH4), CS(=O)(=O)O (CH3SO3H), [O-]S(=O)(=O)[O-].[Na+].[Na+] (Na2SO4). Run in C1CCOC1 (THF), C1CCOC1 (THF), CC(=O)C (acetone). Conditions: time 1 hour. Yields the product C(C)N(CC)C[C@@H]1[C@H]2[C@H]([C@H](N(C1)CC2)C(C2=CC=CC=C2)C2=CC=CC=C2)NCC2=C(C=CC(=C2)OC)OC ((2R*,3R*,4S*,5S*)-5-(N,N-Diethylaminomethyl)-3-(2,5-dimethoxybenzylamino)-2-diphenylmethyl-1-azabicyclo[2.2.2]octane). Yield: 47.7%. As a reaction SMILES: [CH2:1]([N:3]([CH2:39][CH3:40])[C:4]([C@@H:6]1[C@@H:11]2[CH2:12][CH2:13][N:8]([C@H:9]([CH:26]([C:33]3[CH:38]=[CH:37][CH:36]=[CH:35][CH:34]=3)[C:27]3[CH:32]=[CH:31][CH:30]=[CH:29][CH:28]=3)[C@@H:10]2[NH:14][CH2:15][C:16]2[CH:21]=[C:20]([O:22][CH3:23])[CH:19]=[CH:18][C:17]=2[O:24][CH3:25])[CH2:7]1)=O)[CH3:2].[H-].[H-].[H-].[H-].[Li+].[Al+3].[O-]S([O-])(=O)=O.[Na+].[Na+].CS(O)(=O)=O>C1COCC1.CC(C)=O>[CH2:39]([N:3]([CH2:4][C@H:6]1[CH2:7][N:8]2[CH2:13][CH2:12][C@@H:11]1[C@@H:10]([NH:14][CH2:15][C:16]1[CH:21]=[C:20]([O:22][CH3:23])[CH:19]=[CH:18][C:17]=1[O:24][CH3:25])[C@H:9]2[CH:26]([C:27]1[CH:28]=[CH:29][CH:30]=[CH:31][CH:32]=1)[C:33]1[CH:38]=[CH:37][CH:36]=[CH:35][CH:34]=1)[CH2:1][CH3:2])[CH3:40] |f:1.2.3.4.5.6,7.8.9|. Procedure: A solution of 19 (300 mg, 0.65 mmole) in dry THF (2 ml) was added to a suspension of LiAlH4 (105 mg, 2.75 mmole) in 5 ml of dry THF at 5° C. and stirred at room temperature for 1 hour. Na2SO4 /10H2O (2 g) was added to the reaction mixture and stirred for 15 hours at room temperature. The suspension was filtrated, and the solids were washed with dry THF. The filtrate was concentrated under reduced pressure. The resulting oil was dissolved in 2 ml of acetone, and CH3SO3H (159 mg, 1.65 mmole) was a... The reactants are CN(C)C1=NC=CC=C1 (dimethylamino pyridine), benzyl 4-hydroxy benzoate, CC1(C=2C=CC(=CC2C(CC1)=O)C(=O)O)C (5,5-Dimethyl-5,6-dihydro-naphthalen-8(7H)-one-2-carboxylic acid), CC1(C=2C=CC(=CC2C(CC1)=O)C(=O)O)C (5,5-Dimethyl-5,6-dihydro-naphthalen-8(7H)-one-2-carboxylic acid), 1-(3-dimethylaminopropyl)-3-ethylcarboimide hydrochloride, C(C)(=O)OCC (ethyl acetate). The solvent is CN(C=O)C (dimethylformamide). Reaction conditions: time 10 minute. Product: C(C1=CC=CC=C1)OC(C1=CC=C(C=C1)OC(=O)C1=CC=2C(CCC(C2C=C1)(C)C)=O)=O (Benzyl-4-[[(5,5-dimethyl-5,6,7,8-tetrahydro-8-oxo-naphthalen-2-yl)carbonyl]oxy]-benzoate). Reaction SMILES: [CH3:1][C:2]1([CH3:16])[CH2:11][CH2:10][C:9](=[O:12])[C:8]2[CH:7]=[C:6]([C:13]([OH:15])=[O:14])[CH:5]=[CH:4][C:3]1=2.CN([C:20]1[CH:25]=[CH:24][CH:23]=[CH:22]N=1)C.[C:26]([O:29][CH2:30][CH3:31])(=[O:28])[CH3:27]>CN(C)C=O>[CH2:30]([O:29][C:26](=[O:28])[C:27]1[CH:10]=[CH:11][C:2]([O:14][C:13]([C:6]2[CH:5]=[CH:4][C:3]3[C:2]([CH3:16])([CH3:1])[CH2:11][CH2:10][C:9](=[O:12])[C:8]=3[CH:7]=2)=[O:15])=[CH:3][CH:8]=1)[C:31]1[CH:20]=[CH:25][CH:24]=[CH:23][CH:22]=1. Procedure: To a solution of 5,5-dimethyl-5,6,7,8-tetrahydro-8-oxo-naphthalen-2-carboxylic acid (Compound E3, 386 mg, 1.77 mmol) in dimethylformamide (4 mL) was added 1-(3-dimethylaminopropyl)-3-ethylcarboimide hydrochloride (440 mg, 2.3 mmol) followed by dimethylamino pyridine (DMAP) (280 mg, 2.3 mmol). The mixture was stirred for 10 minutes, and benzyl 4-hydroxy benzoate (426 mg, 1.9 mmol) was added and stirred at ambient temperature for 16 hours. The mixture was diluted with ethyl acetate (100 mL) and wa... The reactants are [Li]CCCC, CN(C)S(=O)(=O)n1ccnc1[Si](C)(C)C(C)(C)C, CCCCCC, Fc1cccc(CBr)c1F, C1CCOC1. Product: CN(C)S(=O)(=O)n1cc(Cc2cccc(F)c2F)nc1[Si](C)(C)C(C)(C)C. Reaction SMILES: [CH2:19]([Li:20])[CH2:21][CH2:22][CH3:23].[CH3:1][N:2]([S:3](=[O:4])(=[O:5])[n:6]1[c:7]([Si:11]([CH3:12])([CH3:13])[C:14]([CH3:15])([CH3:16])[CH3:17])[n:8][cH:9][cH:10]1)[CH3:18].[CH3:39][CH2:40][CH2:41][CH2:42][CH2:43][CH3:44].[F:24][c:25]1[c:26]([CH2:27][Br:28])[cH:29][cH:30][cH:31][c:32]1[F:33].[O:34]1[CH2:35][CH2:36][CH2:37][CH2:38]1>>[CH3:1][N:2]([S:3](=[O:4])(=[O:5])[n:6]1[c:7]([Si:11]([CH3:12])([CH3:13])[C:14]([CH3:15])([CH3:16])[CH3:17])[n:8][c:9]([CH2:27][c:26]2[c:25]([F:24])[c:32]([F:33])[cH:31][cH:30][cH:29]2)[cH:10]1)[CH3:18]. Reactants: C(C)(C)(C)OC(=O)N1N=CC2=C(C(=CC=C12)C(=O)OC(C)(C)C)NC1=C(C=C(C=C1)[Si](C)(C)C)F (4-(2-fluoro-4-trimethylsilanylphenylamino)-indazole-1,5-dicarboxylic acid di-tert-butyl ester), ICl (iodine monochloride). Solvent: S(=S)(=O)([O-])[O-].[Na+].[Na+] (sodium thiosulfate), C(Cl)Cl (DCM), C(Cl)Cl (DCM). Reaction conditions: temperature 0 celsius, time 20 minute. Product: C(C)(C)(C)OC(=O)N1N=CC2=C(C(=CC=C12)C(=O)OC(C)(C)C)NC1=C(C=C(C=C1)I)F (4-(2-Fluoro-4-iodophenylamino)-indazole-1,5-dicarboxylic acid di-tert-butyl ester). Isolated yield 52.0%. RXN SMILES: [C:1]([O:5][C:6]([N:8]1[C:16]2[C:11](=[C:12]([NH:24][C:25]3[CH:30]=[CH:29][C:28]([Si](C)(C)C)=[CH:27][C:26]=3[F:35])[C:13]([C:17]([O:19][C:20]([CH3:23])([CH3:22])[CH3:21])=[O:18])=[CH:14][CH:15]=2)[CH:10]=[N:9]1)=[O:7])([CH3:4])([CH3:3])[CH3:2].[I:36]Cl>C(Cl)Cl.S([O-])([O-])(=O)=S.[Na+].[Na+]>[C:1]([O:5][C:6]([N:8]1[C:16]2[C:11](=[C:12]([NH:24][C:25]3[CH:30]=[CH:29][C:28]([I:36])=[CH:27][C:26]=3[F:35])[C:13]([C:17]([O:19][C:20]([CH3:23])([CH3:22])[CH3:21])=[O:18])=[CH:14][CH:15]=2)[CH:10]=[N:9]1)=[O:7])([CH3:4])([CH3:3])[CH3:2] |f:3.4.5|. Procedure: To a solution of 4-(2-fluoro-4-trimethylsilanylphenylamino)-indazole-1,5-dicarboxylic acid di-tert-butyl ester (1.07 g, 2.14 mmol) in DCM (10 mL) at 0° C. was added iodine monochloride as a solution in DCM (4.2 mL, 1N, 4.2 mmol). The reaction mixture was stirred at 0° C. for 20 minutes then diluted with saturated aqueous sodium thiosulfate solution (10 mL) and extracted with DCM (2×10 mL). The combined organic extracts were washed with brine (20 mL), dried (MgSO4) and concentrated in vacuo. The ... Reactants: C1(=CC=CC=C1)P(CCCP(C1=CC=CC=C1)C1=CC=CC=C1)C1=CC=CC=C1 (1,3-bis(diphenylphosphino)propane), C[Si](N[Si](C)(C)C)(C)C (hexamethyldisilazane), C(C)(C)N(CC)C(C)C (diisopropylethylamine), BrC=1C=C(C(=O)OC)C=C(C1)C(=O)N(CCC)CCC (Methyl 3-bromo-5-[(dipropylamino)carbonyl]benzoate), CN1CCCC1=O (N-methyl pyrrolidinone). The reagents and catalysts are C(C)(=O)[O-].[Pd+2].C(C)(=O)[O-] (palladium (II) acetate). Reaction conditions: temperature 100 celsius, time 24 hour. The product is NC(=O)C=1C=C(C(=O)OC)C=C(C1)C(=O)N(CCC)CCC (Methyl 3-(aminocarbonyl)-5-[(dipropylamino)carbonyl]-benzoate). RXN SMILES: Br[C:2]1[CH:3]=[C:4]([CH:9]=[C:10]([C:12]([N:14]([CH2:18][CH2:19][CH3:20])[CH2:15][CH2:16][CH3:17])=[O:13])[CH:11]=1)[C:5]([O:7][CH3:8])=[O:6].C1(P(C2C=CC=CC=2)CCCP(C2C=CC=CC=2)C2C=CC=CC=2)C=CC=CC=1.C[Si](C)(C)N[Si](C)(C)C.C(N(C(C)C)CC)(C)C.C[N:69]1[C:73](=[O:74])CCC1>C([O-])(=O)C.[Pd+2].C([O-])(=O)C>[NH2:69][C:73]([C:2]1[CH:3]=[C:4]([CH:9]=[C:10]([C:12]([N:14]([CH2:18][CH2:19][CH3:20])[CH2:15][CH2:16][CH3:17])=[O:13])[CH:11]=1)[C:5]([O:7][CH3:8])=[O:6])=[O:74] |f:5.6.7|. Procedure details: To a mixture of methyl 3-bromo-5-[(dipropylamino)carbonyl]benzoate (XXI, PREPARATION 3, 0.5 g, 1.47 mmol) in dry N-methyl pyrrolidinone under a carbon monoxide atmosphere is added palladium (II) acetate (0.017 g, 0.074 mmol), 1,3-bis(diphenylphosphino)propane (0.045 g, 0.11 mmol), hexamethyldisilazane (1.0 mL, 4.7 mmol), and diisopropylethylamine (0.38 g, 2.94 mmol). The mixture is heated at 100 degrees C. for 24 hours. The mixture is cooled to 20-25 degrees C. and partitioned between water and ...